This data is from the Open Reaction Database (ORD), a public repository of structured organic reaction records. The task is: describe an organic reaction: reactants, conditions, products, and yield The reactants are NC(=S)N (Thiourea), ClCC1=C(CCCC1)C1=C(C=CC=C1)F (1-(2-chloromethylcyclohex-1-enyl)-2-fluorobenzene), NC(=S)N (Thiourea). Solvent: C(C)O (ethanol). Conditions: temperature 80 celsius, time 270 minute. The product is Cl.FC1=C(C=CC=C1)C1=C(CCCC1)CSC(N)=N (2-[2-(2-fluorophenyl)cyclohex-1-enylmethyl]isothiourea hydrochloride). RXN SMILES: [NH2:1][C:2]([NH2:4])=[S:3].[Cl:5][CH2:6][C:7]1[CH2:12][CH2:11][CH2:10][CH2:9][C:8]=1[C:13]1[CH:18]=[CH:17][CH:16]=[CH:15][C:14]=1[F:19]>C(O)C>[ClH:5].[F:19][C:14]1[CH:15]=[CH:16][CH:17]=[CH:18][C:13]=1[C:8]1[CH2:9][CH2:10][CH2:11][CH2:12][C:7]=1[CH2:6][S:3][C:2](=[NH:4])[NH2:1] |f:3.4|. Reported procedure: Thiourea (2.09 g) was added to a solution of 1-(2-chloromethylcyclohex-1-enyl)-2-fluorobenzene obtained in Preparation Example 1-(4) (5.88 g) in ethanol (200 mL). The reaction solution was heated to 80° C. and stirred for 270 minutes. Thiourea (399 mg) was added to the reaction solution, followed by stirring at the same temperature for one hour. After cooling to room temperature, the solvent was evaporated under reduced pressure. Diethyl ether and ethyl acetate were added to the residual syrup. ... Starting materials: C1(NCCCC12CCNCC2)=O (2,9-diazaspiro[5.5]undecan-1-one), IC=1C=C(CBr)C=CC1 (3-iodobenzyl bromide), ClC1=NC2=CC=CC=C2N=C1 (2-chloroquinoxaline). The product is IC=1C=C(CN2C(C3(CCC2)CCN(CC3)C3=NC2=CC=CC=C2N=C3)=O)C=CC1 (2-(3-iodobenzyl)-9-(quinoxalin-2-yl)-2,9-diazaspiro[5.5]undecan-1-one). RXN SMILES: [C:1]1(=[O:12])[C:6]2([CH2:11][CH2:10][NH:9][CH2:8][CH2:7]2)[CH2:5][CH2:4][CH2:3][NH:2]1.[I:13][C:14]1[CH:15]=[C:16]([CH:19]=[CH:20][CH:21]=1)[CH2:17]Br.Cl[C:23]1[CH:32]=[N:31][C:30]2[C:25](=[CH:26][CH:27]=[CH:28][CH:29]=2)[N:24]=1>>[I:13][C:14]1[CH:15]=[C:16]([CH:19]=[CH:20][CH:21]=1)[CH2:17][N:2]1[CH2:3][CH2:4][CH2:5][C:6]2([CH2:11][CH2:10][N:9]([C:23]3[CH:32]=[N:31][C:30]4[C:25](=[CH:26][CH:27]=[CH:28][CH:29]=4)[N:24]=3)[CH2:8][CH2:7]2)[C:1]1=[O:12]. Procedure details: The title compound was synthesized in analogy to method A from 2,9-diazaspiro[5.5]undecan-1-one (TFA salt) [1190586-22-1], 3-iodobenzyl bromide [49617-83-6] and 2-chloroquinoxaline [1448-87-9]. [LCMS RtF=1.99 min, [M+H]+=513.0]. As a reaction SMILES: [CH2:17]([CH3:18])[O:19][C:20](=[O:21])[c:22]1[c:23]([CH3:39])[nH:24][c:25]([CH:37]=[O:38])[c:26]1[CH2:27][CH2:28][CH2:29][N:30]1[CH2:31][CH2:32][N:33]([CH3:36])[CH2:34][CH2:35]1.[CH2:40]1[CH2:41][CH2:42][NH:43][CH2:44][CH2:45]1.[CH3:46][CH2:47][OH:48].[n:1]1[c:2](-[c:7]2[c:8]3[c:12]([cH:13][cH:14][cH:15]2)[NH:11][C:10](=[O:16])[CH2:9]3)[cH:3][cH:4][cH:5][cH:6]1>>[n:1]1[c:2](-[c:7]2[c:8]3[c:12]([cH:13][cH:14][cH:15]2)[NH:11][C:10](=[O:16])[C:9]3=[CH:37][c:25]2[nH:24][c:23]([CH3:39])[c:22]([C:20]([O:19][CH2:17][CH3:18])=[O:21])[c:26]2[CH2:27][CH2:28][CH2:29][N:30]2[CH2:31][CH2:32][N:33]([CH3:36])[CH2:34][CH2:35]2)[cH:3][cH:4][cH:5][cH:6]1. Reactants: CCOC(=O)c1c(C)[nH]c(C=O)c1CCCN1CCN(C)CC1, C1CCNCC1, CCO, O=C1Cc2c(cccc2-c2ccccn2)N1. The product is CCOC(=O)c1c(C)[nH]c(C=C2C(=O)Nc3cccc(-c4ccccn4)c32)c1CCCN1CCN(C)CC1. The reactants are C(C)(C)(C)OC(=O)C1=CC(=C(C=C1)C1CCC(CC1)=O)CNC (4-(4-tert.butoxycarbonyl-methylaminomethylphenyl)-cyclohexanone), C1(CC1)N (cyclopropylamine), petroleum ether ethyl acetate. Yields the product C(C)(C)(C)OC(=O)C1=CC(=C(C=C1)[C@@H]1CC[C@H](CC1)NC1CC1)CNC (trans-4-(4-tert.butoxycarbonyl-methylaminomethyl-phenyl)-N-cyclopropylcyclohexylamine). As a reaction SMILES: [C:1]([O:5][C:6]([C:8]1[CH:13]=[CH:12][C:11]([CH:14]2[CH2:19][CH2:18][C:17](=O)[CH2:16][CH2:15]2)=[C:10]([CH2:21][NH:22][CH3:23])[CH:9]=1)=[O:7])([CH3:4])([CH3:3])[CH3:2].[CH:24]1([NH2:27])[CH2:26][CH2:25]1>>[C:1]([O:5][C:6]([C:8]1[CH:13]=[CH:12][C:11]([C@H:14]2[CH2:19][CH2:18][C@H:17]([NH:27][CH:24]3[CH2:26][CH2:25]3)[CH2:16][CH2:15]2)=[C:10]([CH2:21][NH:22][CH3:23])[CH:9]=1)=[O:7])([CH3:4])([CH3:3])[CH3:2]. Procedure details: from 4-(4-tert.butoxycarbonyl-methylaminomethylphenyl)-cyclohexanone and cyclopropylamine. Colourless oil. Rf value: 0.51 (alumina, petroleum ether/ethyl acetate=4:1, v:v).